describe an organic reaction: reactants, conditions, products, and yield From a dataset of the Open Reaction Database (ORD), a public repository of structured organic reaction records. Reactants: BrB(Br)Br, COc1cccc(C(=C2CCCCCC2)c2ccc(Br)cc2)c1, ClCCl, O. Product: Oc1cccc(C(=C2CCCCCC2)c2ccc(Br)cc2)c1. Reaction SMILES: [B:24]([Br:25])([Br:26])[Br:27].[Br:1][c:2]1[cH:3][cH:4][c:5]([C:8]([c:9]2[cH:10][c:11]([O:15][CH3:16])[cH:12][cH:13][cH:14]2)=[C:17]2[CH2:18][CH2:19][CH2:20][CH2:21][CH2:22][CH2:23]2)[cH:6][cH:7]1.[Cl:29][CH2:30][Cl:31].[OH2:28]>>[Br:1][c:2]1[cH:3][cH:4][c:5]([C:8]([c:9]2[cH:10][c:11]([OH:15])[cH:12][cH:13][cH:14]2)=[C:17]2[CH2:18][CH2:19][CH2:20][CH2:21][CH2:22][CH2:23]2)[cH:6][cH:7]1.